This data is from the Open Reaction Database (ORD), a public repository of structured organic reaction records. The task is: describe an organic reaction: reactants, conditions, products, and yield Reactants: C(=O)NC1=CC=C(C=C1)C1=CC=C(C=C1)C(CC(C(=O)OC)(C)C)=O (methyl 4-[4′-(formylamino)-1,1′-biphenyl-4-yl]-2,2-dimethyl-4-oxobutanoate), Cl (hydrochloric acid). The solvent is CO (methanol). Run at time 8 hour. Yields the product NC1=CC=C(C=C1)C1=CC=C(C=C1)C(CC(C(=O)OC)(C)C)=O (methyl 4-(4′-amino-1,1′-biphenyl-4-yl)-2,2-dimethyl-4-oxobutanoate). Isolated yield 95.4%. Reaction SMILES: C([NH:3][C:4]1[CH:9]=[CH:8][C:7]([C:10]2[CH:15]=[CH:14][C:13]([C:16](=[O:25])[CH2:17][C:18]([CH3:24])([CH3:23])[C:19]([O:21][CH3:22])=[O:20])=[CH:12][CH:11]=2)=[CH:6][CH:5]=1)=O.Cl>CO>[NH2:3][C:4]1[CH:5]=[CH:6][C:7]([C:10]2[CH:15]=[CH:14][C:13]([C:16](=[O:25])[CH2:17][C:18]([CH3:23])([CH3:24])[C:19]([O:21][CH3:22])=[O:20])=[CH:12][CH:11]=2)=[CH:8][CH:9]=1. Procedure: To a suspension of methyl 4-[4′-(formylamino)-1,1′-biphenyl-4-yl]-2,2-dimethyl-4-oxobutanoate (2.40 g, 7.07 mmol) in 20 mL methanol, was added 7 mL concentrated hydrochloric acid at below rt. The reaction mixture was stirred at rt overnight. The mixture was concentrated under reduced pressure and saturated aqueous sodium bicarbonate solution was slowly added until pH>8.0. The aqueous layer was then extracted with methylene chloride (2×25 mL), and the combined organic layer was dried over sodium ... Product: Cc1cc(C)n(-c2c(C)nnc(C)c2-c2ccc(Cl)cc2)n1. As a reaction SMILES: [CH3:26][CH2:27][O:28][C:29](=[O:30])[CH3:31].[CH3:3][c:4]1[n:5][nH:6][c:7]([CH3:9])[cH:8]1.[Cl:10][c:11]1[c:12]([CH3:25])[n:13][n:14][c:15]([CH3:24])[c:16]1-[c:17]1[cH:18][cH:19][c:20]([Cl:23])[cH:21][cH:22]1.[H-:1].[Na+:2].[O:32]=[CH:33][N:34]([CH3:35])[CH3:36]>>[CH3:3][c:4]1[n:5](-[c:11]2[c:12]([CH3:25])[n:13][n:14][c:15]([CH3:24])[c:16]2-[c:17]2[cH:18][cH:19][c:20]([Cl:23])[cH:21][cH:22]2)[n:6][c:7]([CH3:9])[cH:8]1. Starting materials: CCOC(C)=O, Cc1cc(C)[nH]n1, Cc1nnc(C)c(-c2ccc(Cl)cc2)c1Cl, [H-], [Na+], CN(C)C=O. Reactants: ClC1=CC=C(C=C1)C(=C1CCNCC1)C1=CC=C(C=C1)Cl (4-[bis(4-chlorophenyl)methylene]piperidine), ClCCCOC1=C(C=C(C=C1)C(C)=O)OC (1-[4-(3-chloropropoxy)-3-methoxyphenyl]ethanone), [I-].[K+] (potassium iodide). Solvent: C(CCC)O (1-butanol). The product is ClC1=CC=C(C=C1)C(=C1CCN(CC1)CCCOC1=C(C=C(C=C1)C(C)=O)OC)C1=CC=C(C=C1)Cl (1-[4-[3-[4-[Bis(4-chlorophenyl)methylene]-1-piperidinyl]propoxy]-3-methoxyphenyl]ethanone). RXN SMILES: [Cl:1][C:2]1[CH:7]=[CH:6][C:5]([C:8]([C:15]2[CH:20]=[CH:19][C:18]([Cl:21])=[CH:17][CH:16]=2)=[C:9]2[CH2:14][CH2:13][NH:12][CH2:11][CH2:10]2)=[CH:4][CH:3]=1.Cl[CH2:23][CH2:24][CH2:25][O:26][C:27]1[CH:32]=[CH:31][C:30]([C:33](=[O:35])[CH3:34])=[CH:29][C:28]=1[O:36][CH3:37].[I-].[K+]>C(O)CCC>[Cl:21][C:18]1[CH:17]=[CH:16][C:15]([C:8]([C:5]2[CH:6]=[CH:7][C:2]([Cl:1])=[CH:3][CH:4]=2)=[C:9]2[CH2:14][CH2:13][N:12]([CH2:23][CH2:24][CH2:25][O:26][C:27]3[CH:32]=[CH:31][C:30]([C:33](=[O:35])[CH3:34])=[CH:29][C:28]=3[O:36][CH3:37])[CH2:11][CH2:10]2)=[CH:20][CH:19]=1 |f:2.3|. Procedure details: A mixture of 3.96 g (0.01305 mole) of 4-[bis(4-chlorophenyl)methylene]piperidine, 3.16 g (0.013 mole) of 1-[4-(3-chloropropoxy)-3-methoxyphenyl]ethanone in 300 ml of 1-butanol containing 0.3 g of potassium iodide was heated overnight at gentle reflux. The reaction mixture was stripped to dryness and partitioned between chloroform-water and chloroform-5% sodium hydroxide. Removal of chloroform gave an oil which crystallized from isopropyl alcohol. The solid was again crystallized from isopropyl a... The reactants are CNC(=O)C1CCN(CC1)CC1=CC=2N=C(N=C(C2S1)N1CCOCC1)Cl (1-(2-Chloro-4-morpholin-4-yl-thieno[3,2-d]pyrimidin-6-ylmethyl)-piperidine-4-carboxylic acid methylamide), CC1(OB(OC1(C)C)C=1C=CC(=NC1)N)C (5-(4,4,5,5-tetramethyl-[1,3,2]dioxaborolan-2-yl)-pyridin-2-ylamine). Yields the product NC1=CC=C(C=N1)C=1N=C(C2=C(N1)C=C(S2)CN2CCC(CC2)C(=O)NC)N2CCOCC2 (1-((2-(6-aminopyridin-3-yl)-4-morpholinothieno[3,2-d]pyrimidin-6-yl)methyl)-N-methylpiperidine-4-carboxamide). RXN SMILES: [CH3:1][NH:2][C:3]([CH:5]1[CH2:10][CH2:9][N:8]([CH2:11][C:12]2[S:20][C:19]3[C:18]([N:21]4[CH2:26][CH2:25][O:24][CH2:23][CH2:22]4)=[N:17][C:16](Cl)=[N:15][C:14]=3[CH:13]=2)[CH2:7][CH2:6]1)=[O:4].CC1(C)C(C)(C)OB([C:36]2[CH:37]=[CH:38][C:39]([NH2:42])=[N:40][CH:41]=2)O1>>[NH2:42][C:39]1[N:40]=[CH:41][C:36]([C:16]2[N:17]=[C:18]([N:21]3[CH2:26][CH2:25][O:24][CH2:23][CH2:22]3)[C:19]3[S:20][C:12]([CH2:11][N:8]4[CH2:9][CH2:10][CH:5]([C:3]([NH:2][CH3:1])=[O:4])[CH2:6][CH2:7]4)=[CH:13][C:14]=3[N:15]=2)=[CH:37][CH:38]=1. Reported procedure: 1-(2-Chloro-4-morpholin-4-yl-thieno[3,2-d]pyrimidin-6-ylmethyl)-piperidine-4-carboxylic acid methylamide, prepared following General Procedure B-3, was reacted with 5-(4,4,5,5-tetramethyl-[1,3,2]dioxaborolan-2-yl)-pyridin-2-ylamine by General Procedure A. Purification on silica yielded 124. NMR (CDCl3): 1.85-1.87 (m, 4H, 2×CH2), 2.10-2.18 (m, 3H, CH2+CH), 2.85 (d, 3H, Ch3, J=4.8 Hz), 3.03-3.06 (m, 2H, CH2), 3.82 (s, 2H, CH2), 3.89-3.92 (m, 4H, 2×CH2), 4.04-4.06 (m, 4H, 2×CH2), 4.63 (sbr, 2H, NH2... Reactants: resultant mixture, C1(CC1)C1=C([O-])C(=CC=C1)C.[Na+] (sodium 2-cyclopropyl-6-methylphenoxide), C(C)(C)(C)O (t-butanol), C1(CC1)C1=C(C(=CC=C1)C)O (2-cyclopropyl-6-methylphenol), OC1=C(N=NC(=C1)Cl)Cl (4-hydroxy-3,6-dichloropyridazine). Solvent: C1(=CC=CC=C1)C (toluene), O (water). Run at time 30 minute. Yields the product ClC1=CC(=C(N=N1)OC1=C(C=CC=C1C)C1CC1)O (6-chloro-3-(2-cyclopropyl-6-methylphenoxy)-4-pyridazinol). Isolated yield 90.1%. Reaction SMILES: [CH:1]1([C:4]2[CH:10]=[CH:9][CH:8]=[C:7]([CH3:11])[C:5]=2[O-:6])[CH2:3][CH2:2]1.[Na+].C(O)(C)(C)C.[OH:18][C:19]1[CH:24]=[C:23]([Cl:25])[N:22]=[N:21][C:20]=1Cl.C1(C2C=CC=C(C)C=2O)CC1>C1(C)C=CC=CC=1.O>[Cl:25][C:23]1[N:22]=[N:21][C:20]([O:6][C:5]2[C:7]([CH3:11])=[CH:8][CH:9]=[CH:10][C:4]=2[CH:1]2[CH2:3][CH2:2]2)=[C:19]([OH:18])[CH:24]=1 |f:0.1|. Procedure: To a mixture of 25.5 g (150 mmol) of sodium 2-cyclopropyl-6-methylphenoxide and 12.5 g of t-butanol in an autoclave was added 2.5 g (purity: 99%; 15.0 mmol) of 4-hydroxy-3,6-dichloropyridazine at room temperature. Then, the resultant mixture was heated from room temperature to 140° C. to effect a reaction for 3 hours. After completion of the reaction, the reaction mixture was cooled to room temperature, and 80.0 g of pure water and 90.0 g of toluene were added to the cooled mixture and stirred f...